Dataset: the Open Reaction Database (ORD), a public repository of structured organic reaction records. Task: describe an organic reaction: reactants, conditions, products, and yield Starting materials: CN(C=O)C (dimethylformamide), C(CCC)[Li] (n-butyllithium), CCCCCC (hexane), N12CC(C(CC1)CC2)NC(=O)C=2C=CC=C1C2CCCCC1 ((RS)-N-(1-azabicyclo[2.2.2]oct-3-yl)-5,6,7,8-tetrahydro-9H-benzocycloheptene-1-carboxamide), O1CCCC1 (tetrahydrofuran), Cl (hydrochloric acid). Reaction conditions: temperature -10 celsius, time 1 hour. The product is N12CC(C(CC1)CC2)C2C(C=1C=3C(CNCC3C=CC1)CC2)=O ((RS)-2-(1-azabicyclo-[2.2.2]oct-3-yl)-1,2,4,5,6,7-hexahydrocyclohept[de]isoquinolin-1-one). Isolated yield 40.0%. RXN SMILES: [CH2:1]([Li])[CH2:2][CH2:3][CH3:4].CCCCCC.N12CCC(CC1)[CH:14]([NH:20][C:21]([C:23]1[CH:24]=[CH:25][CH:26]=[C:27]3CC[CH2:31][CH2:30][CH2:29][C:28]=13)=O)C2.[CH3:34][N:35](C)C=O.Cl.[O:40]1[CH2:44][CH2:43][CH2:42][CH2:41]1>>[N:35]12[CH2:4][CH2:3][CH:2]([CH2:1][CH2:34]1)[CH:42]([CH:43]1[CH2:31][CH2:30][CH:29]3[CH2:14][NH:20][CH2:21][C:23]4[CH:24]=[CH:25][CH:26]=[C:27]([C:28]=43)[C:44]1=[O:40])[CH2:41]2. Procedure: A solution of n-butyllithium in hexane (2.7 mmol) was added dropwise at -70° C. to a solution of (RS)-N-(1-azabicyclo[2.2.2]oct-3-yl)-5,6,7,8-tetrahydro-9H-benzocycloheptene-1-carboxamide (0.37 g, 1.2 mmol), prepared as in Example 5, in dry tetrahydrofuran (10 mL). The reaction mixture was stirred at -10° C. for one hour, cooled to -70° C., and dimethylformamide (1.5 mmol) was added in one portion. The reaction mixture was allowed to warm to room temperature over 1.5 hours, then cooled to 0° C. ...